describe an organic reaction: reactants, conditions, products, and yield From a dataset of the Open Reaction Database (ORD), a public repository of structured organic reaction records. The reactants are FC(C(=O)O)(F)F.COC=1C=C(C=CC1OC)C(CC1=CC=CC=C1)NCC(O)C=1C=CC(=C(C1)NS(=O)(=O)C)OCC1=CC=CC=C1 (N-[5-[2-[[1-(3,4-Dimethoxyphenyl)-2-phenylethyl]amino]-1-hydroxyethyl]-2-(phenylmethoxy)phenyl]methanesulfonamide, trifluoroacetate salt), [H][H] (hydrogen). Reagents/catalysts: [Pd] (Pd/C). The solvent is CO (MeOH). The product is FC(C(=O)O)(F)F.COC=1C=C(C=CC1OC)C(CC1=CC=CC=C1)NCC(O)C=1C=CC(=C(C1)NS(=O)(=O)C)O (N-[5-[2-[[1-(3,4-Dimethoxyphenyl)-2-phenylethyl]amino]-1-hydroxyethyl]-2-hydroxyphenyl]methanesulfonamide, trifluoroacetate salt). Isolated yield 97.4%. RXN SMILES: [F:1][C:2]([F:7])([F:6])[C:3]([OH:5])=[O:4].[CH3:8][O:9][C:10]1[CH:11]=[C:12]([CH:18]([NH:26][CH2:27][CH:28]([C:30]2[CH:31]=[CH:32][C:33]([O:41]CC3C=CC=CC=3)=[C:34]([NH:36][S:37]([CH3:40])(=[O:39])=[O:38])[CH:35]=2)[OH:29])[CH2:19][C:20]2[CH:25]=[CH:24][CH:23]=[CH:22][CH:21]=2)[CH:13]=[CH:14][C:15]=1[O:16][CH3:17].[H][H]>[Pd].CO>[F:1][C:2]([F:7])([F:6])[C:3]([OH:5])=[O:4].[CH3:8][O:9][C:10]1[CH:11]=[C:12]([CH:18]([NH:26][CH2:27][CH:28]([C:30]2[CH:31]=[CH:32][C:33]([OH:41])=[C:34]([NH:36][S:37]([CH3:40])(=[O:38])=[O:39])[CH:35]=2)[OH:29])[CH2:19][C:20]2[CH:21]=[CH:22][CH:23]=[CH:24][CH:25]=2)[CH:13]=[CH:14][C:15]=1[O:16][CH3:17] |f:0.1,5.6|. Procedure details: N-[5-[2-[[1-(3,4-Dimethoxyphenyl)-2-phenylethyl]amino]-1-hydroxyethyl]-2-(phenylmethoxy)phenyl]methanesulfonamide, trifluoroacetate salt (220 mg, 0.38 mmol) was hydrogenated using 10% Pd/C (120 mg) and MeOH (25 mL, AR grade) at 40 psi of hydrogen in a Parr apparatus for one hour at room temperature. The catalyst was filtered through Celite and washed with MeOH. The filtrate and MeOH washings were combined and concentrated to afford 178 mg (0.37 mmol, 96% yield) of the title compound as a pale ye... The reactants are NCCCSC1=CC=NC=C1 (4-(3-aminopropylthio)pyridine), CC1=CC=C(S1)C(=O)O (5-methyl-2-thiophenecarboxylic acid), ON1C(CCC1=O)=O (N-hydroxysuccinimide), t-ethyl-3-(3-dimethylaminopropyl)carbodiimide hydrochloride. Run in C(Cl)Cl (methylene chloride). The product is CC1=CC=C(S1)C(=O)NCCCSC1=CC=NC=C1 (4-[3-(5-Methylthenoylamino)propylthio]pyridine). Yield: 64.5%. Reaction SMILES: [CH3:1][C:2]1[S:6][C:5]([C:7]([OH:9])=O)=[CH:4][CH:3]=1.ON1C(=O)CCC1=O.[NH2:18][CH2:19][CH2:20][CH2:21][S:22][C:23]1[CH:28]=[CH:27][N:26]=[CH:25][CH:24]=1>C(Cl)Cl>[CH3:1][C:2]1[S:6][C:5]([C:7]([NH:18][CH2:19][CH2:20][CH2:21][S:22][C:23]2[CH:28]=[CH:27][N:26]=[CH:25][CH:24]=2)=[O:9])=[CH:4][CH:3]=1. Procedure details: To a solution of 1.27 g (8.91 mmol) of 5-methyl-2-thiophenecarboxylic acid and 1.33 g (11.6 mmol) of N-hydroxysuccinimide in 90 ml of methylene chloride, 2.05 g (10.7 mmol) of t-ethyl-3-(3-dimethylaminopropyl)carbodiimide hydrochloride was added under ice-cooling with stirring. The mixture was stirred at room temperature for 1 hour. Further, 1.50 g (8.91 mmol) of 4-(3-aminopropylthio)pyridine was added, and the mixture was stirred at room temperature for 2 hours. The reaction mixture was washed ...